This data is from the Open Reaction Database (ORD), a public repository of structured organic reaction records. The task is: describe an organic reaction: reactants, conditions, products, and yield Reactants: NC(C)C1(SCCCS1)C(C(C(=O)O)C)C(F)(F)F (3-[2-(1-aminoethyl)1,3-dithian-2-yl]-4,4,4-trifluoro-2-methylbutyric acid), Cl (HCl), C(C)#N (acetonitrile), CI (methyl iodide), O (water). Reaction SMILES: [NH2:1][CH:2]([C:4]1([CH:10]([C:16]([F:19])([F:18])[F:17])[CH:11]([CH3:15])[C:12]([OH:14])=[O:13])SCCCS1)[CH3:3].Cl.C(#N)C.CI.[OH2:26]>>[NH2:1][C@H:2]([C:4]([CH:10]([C:16]([F:19])([F:18])[F:17])[CH:11]([CH3:15])[C:12]([OH:14])=[O:13])=[O:26])[CH3:3]. Reaction conditions: temperature 25 celsius, time 48 hour. Product: N[C@@H](C)C(=O)C(C(C(=O)O)C)C(F)(F)F (3-alanyl-4,4,4-trifluoro-2-methylbutyric acid). Procedure: The above named compound is prepared by treating 317 mg (1 mMole) of 3-[2-(1-aminoethyl)1,3-dithian-2-yl]-4,4,4-trifluoro-2-methylbutyric acid with 1.0 ml of 1 N HCl and 10 ml of acetonitrile followed by treatment with 2 ml of methyl iodide. The mixture is stirred at 25° C. for 48hours then diluted with water. The mixture is then thoroughly washed with ether and the aqueous phase is concentrated to afford 3-alanyl-4,4,4-trifluoro-2-methylbutyric acid.